Dataset: the Open Reaction Database (ORD), a public repository of structured organic reaction records. Task: describe an organic reaction: reactants, conditions, products, and yield The reactants are O (water), C(C)(=O)OC1=C(C=C(C=C1C(C)(C)C)OC)C(C)(C)C (4-acetoxy-3,5-di-tert-butylanisole), [I-].[Na+] (sodium iodide), C[Si](C)(C)Cl (trimethylsilyl chloride). Solvent: C(C)#N (acetonitrile). Product: C(C)(=O)OC1=C(C=C(C=C1C(C)(C)C)O)C(C)(C)C (4-acetoxy-3,5-di-tert-butylphenol). As a reaction SMILES: [C:1]([O:4][C:5]1[C:10]([C:11]([CH3:14])([CH3:13])[CH3:12])=[CH:9][C:8]([O:15]C)=[CH:7][C:6]=1[C:17]([CH3:20])([CH3:19])[CH3:18])(=[O:3])[CH3:2].[I-].[Na+].C[Si](Cl)(C)C.O>C(#N)C>[C:1]([O:4][C:5]1[C:10]([C:11]([CH3:13])([CH3:12])[CH3:14])=[CH:9][C:8]([OH:15])=[CH:7][C:6]=1[C:17]([CH3:20])([CH3:19])[CH3:18])(=[O:3])[CH3:2] |f:1.2|. Procedure: The 4-acetoxy-3,5-di-tert-butylanisole obtained in Example 13 and 1.37 kg (9.14 mol) of sodium iodide were dissolved in 5.0 L of acetonitrile; thereafter, 1.16 L (9.14 mol) of trimethylsilyl chloride was added dropwise and the mixture was refluxed for 8 hours. Thereafter, the reaction mixture was cooled to room temperature, water was added and the organic layer was separated. The organic layer was washed with an aqueous solution of sodium thiosulfate and aqueous sodium chloride in that order and... Starting materials: C[N+](C)(C)Cc1ccccc1, C=C1CCOC1=O, SCc1ccccc1, CO, [OH-]. Product: O=C1OCCC1CSCc1ccccc1. RXN SMILES: [CH2:17]([N+:18]([CH3:19])([CH3:20])[CH3:21])[c:22]1[cH:23][cH:24][cH:25][cH:26][cH:27]1.[CH2:1]=[C:2]1[C:3](=[O:7])[O:4][CH2:5][CH2:6]1.[CH2:8]([c:9]1[cH:10][cH:11][cH:12][cH:13][cH:14]1)[SH:15].[CH3:28][OH:29].[OH-:16]>>[CH2:1]([CH:2]1[C:3](=[O:7])[O:4][CH2:5][CH2:6]1)[S:15][CH2:8][c:9]1[cH:10][cH:11][cH:12][cH:13][cH:14]1.